Dataset: the Open Reaction Database (ORD), a public repository of structured organic reaction records. Task: describe an organic reaction: reactants, conditions, products, and yield Reactants: CC(C)(C)OC(=O)CC(NC(=O)C1(C)CC(c2ccccc2)=NO1)C(=O)COC(=O)c1c(Cl)cccc1Cl, ClCCl, O=C(O)C(F)(F)F. Product: CC1(C(=O)NC(CC(=O)O)C(=O)COC(=O)c2c(Cl)cccc2Cl)CC(c2ccccc2)=NO1. As a reaction SMILES: [Cl:1][c:2]1[c:3]([C:4](=[O:5])[O:6][CH2:7][C:8]([CH:9]([CH2:10][C:11](=[O:12])[O:13][C:14]([CH3:15])([CH3:16])[CH3:17])[NH:18][C:19](=[O:20])[C:21]2([CH3:32])[CH2:22][C:23]([c:26]3[cH:27][cH:28][cH:29][cH:30][cH:31]3)=[N:24][O:25]2)=[O:33])[c:34]([Cl:38])[cH:35][cH:36][cH:37]1.[Cl:46][CH2:47][Cl:48].[OH:39][C:40]([C:41]([F:42])([F:43])[F:44])=[O:45]>>[Cl:1][c:2]1[c:3]([C:4](=[O:5])[O:6][CH2:7][C:8]([CH:9]([CH2:10][C:11](=[O:12])[OH:13])[NH:18][C:19](=[O:20])[C:21]2([CH3:32])[CH2:22][C:23]([c:26]3[cH:27][cH:28][cH:29][cH:30][cH:31]3)=[N:24][O:25]2)=[O:33])[c:34]([Cl:38])[cH:35][cH:36][cH:37]1. Product: COC=1C=C(C=CC1OC)C1=NNC(C2=CC(=CC=C12)OC)=O (4-(3,4-Dimethoxyphenyl)-7-methoxy-2H-phthalazin-1-one). The reactants are COC=1C=C(C(=O)C2=C(C(=O)O)C=C(C=C2)OC)C=CC1OC (2-(3,4-dimethoxybenzoyl)-5-methoxybenzoic acid), O.NN (hydrazine hydrate). Reported procedure: This compound is obtained according to the procedure described in 1.2. by reacting unpurified 2-(3,4-dimethoxybenzoyl)-5-methoxybenzoic acid with hydrazine hydrate. As a reaction SMILES: [CH3:1][O:2][C:3]1[CH:4]=[C:5]([CH:19]=[CH:20][C:21]=1[O:22][CH3:23])[C:6]([C:8]1[CH:16]=[CH:15][C:14]([O:17][CH3:18])=[CH:13][C:9]=1[C:10](O)=[O:11])=O.O.[NH2:25][NH2:26]>>[CH3:1][O:2][C:3]1[CH:4]=[C:5]([C:6]2[C:8]3[C:9](=[CH:13][C:14]([O:17][CH3:18])=[CH:15][CH:16]=3)[C:10](=[O:11])[NH:26][N:25]=2)[CH:19]=[CH:20][C:21]=1[O:22][CH3:23] |f:1.2|. Starting materials: C([O-])([O-])=O.[Cs+].[Cs+] (Cesium carbonate), [F-].[Cs+] (cesium fluoride), C(C)(C)(C)C1=CC=C(S1)C=1SC(=CC1)/C(=C/Cl)/OC1=CC(=CC=C1)OC ((Z)-5-(tert-butyl)-5′-(2-chloro-1-(3-methoxyphenoxy)vinyl)-2,2′-bithiophene), C1=CC=C(C=C1)P(C2=CC=CC=C2)C3=CC=CC=C3OC4=CC=CC=C4P(C5=CC=CC=C5)C6=CC=CC=C6 (DPEphos). Reagents/catalysts: C=1C=CC(=CC1)/C=C/C(=O)/C=C/C2=CC=CC=C2.C=1C=CC(=CC1)/C=C/C(=O)/C=C/C2=CC=CC=C2.C=1C=CC(=CC1)/C=C/C(=O)/C=C/C2=CC=CC=C2.[Pd].[Pd] (Tris(dibenzylideneacetone)dipalladium(0)). The solvent is O1CCOCC1 (1,4-dioxane). Yields the product C(C)(C)(C)C1=CC=C(S1)C=1SC(=CC1)C=1OC2=C(C1)C=CC(=C2)OC (2-(5′-(tert-butyl)-[2,2′-bithiophen]-5-yl)-6-methoxybenzofuran). As a reaction SMILES: [C:1]([C:5]1[S:9][C:8]([C:10]2[S:11][C:12](/[C:15](/[O:18][C:19]3[CH:24]=[CH:23][CH:22]=[C:21]([O:25][CH3:26])[CH:20]=3)=[CH:16]/Cl)=[CH:13][CH:14]=2)=[CH:7][CH:6]=1)([CH3:4])([CH3:3])[CH3:2].C1C=CC(P(C2C(OC3C(P(C4C=CC=CC=4)C4C=CC=CC=4)=CC=CC=3)=CC=CC=2)C2C=CC=CC=2)=CC=1.C(=O)([O-])[O-].[Cs+].[Cs+].[F-].[Cs+]>O1CCOCC1.C1C=CC(/C=C/C(/C=C/C2C=CC=CC=2)=O)=CC=1.C1C=CC(/C=C/C(/C=C/C2C=CC=CC=2)=O)=CC=1.C1C=CC(/C=C/C(/C=C/C2C=CC=CC=2)=O)=CC=1.[Pd].[Pd]>[C:1]([C:5]1[S:9][C:8]([C:10]2[S:11][C:12]([C:15]3[O:18][C:19]4[CH:20]=[C:21]([O:25][CH3:26])[CH:22]=[CH:23][C:24]=4[CH:16]=3)=[CH:13][CH:14]=2)=[CH:7][CH:6]=1)([CH3:4])([CH3:3])[CH3:2] |f:2.3.4,5.6,8.9.10.11.12|. Procedure: (Z)-5-(tert-butyl)-5′-(2-chloro-1-(3-methoxyphenoxy)vinyl)-2,2′-bithiophene (2.9 g, 7.16 mmol) and DPEphos (0.19 g, 0.36 mmol) were dissolved in anhydrous 1,4-dioxane (40 mL). Cesium carbonate (7.0 g, 21.5 mmol) and cesium fluoride (3.3 g, 21.5 mmol) were added and the reaction mixture was deoxygenated by bubbling argon through it for 1 hour. Tris(dibenzylideneacetone)dipalladium(0) (0.16 g, 0.18 mmol) was added and the reaction mixture was heated to reflux for 20 hours. After cooling to room te... The reactants are CCOC(=O)c1c(CBr)cccc1S(=O)(=O)NC(C)(C)C, CCOC(C)=O, CC(=O)[O-], CCCCCC, CS(C)=O, [K+]. The product is CCOC(=O)c1c(COC(C)=O)cccc1S(=O)(=O)NC(C)(C)C. Reaction SMILES: [Br:1][CH2:2][c:3]1[c:4]([C:17](=[O:18])[O:19][CH2:20][CH3:21])[c:5]([S:9](=[O:10])(=[O:11])[NH:12][C:13]([CH3:14])([CH3:15])[CH3:16])[cH:6][cH:7][cH:8]1.[C:33]([O:34][CH2:35][CH3:36])(=[O:37])[CH3:38].[CH3:23][C:24]([O-:25])=[O:26].[CH3:27][CH2:28][CH2:29][CH2:30][CH2:31][CH3:32].[CH3:39][S:40]([CH3:41])=[O:42].[K+:22]>>[CH2:2]([c:3]1[c:4]([C:17](=[O:18])[O:19][CH2:20][CH3:21])[c:5]([S:9](=[O:10])(=[O:11])[NH:12][C:13]([CH3:14])([CH3:15])[CH3:16])[cH:6][cH:7][cH:8]1)[O:26][C:24]([CH3:23])=[O:25]. Reactants: Cc1nc2ccccn2c(=O)c1Br, CC[O-], CCO, COc1cccc(C=O)c1OCC1CC1, [Na+]. Product: COc1cccc(C=Cc2nc3ccccn3c(=O)c2Br)c1OCC1CC1. RXN SMILES: [Br:1][c:2]1[c:3]([CH3:13])[n:4][c:5]2[n:6]([c:7]1=[O:8])[cH:9][cH:10][cH:11][cH:12]2.[CH3:30][CH2:31][O-:32].[CH3:33][CH2:34][OH:35].[CH:14]1([CH2:17][O:18][c:19]2[c:20]([CH:21]=[O:22])[cH:23][cH:24][cH:25][c:26]2[O:27][CH3:28])[CH2:15][CH2:16]1.[Na+:29]>>[Br:1][c:2]1[c:3]([CH:13]=[CH:21][c:20]2[c:19]([O:18][CH2:17][CH:14]3[CH2:15][CH2:16]3)[c:26]([O:27][CH3:28])[cH:25][cH:24][cH:23]2)[n:4][c:5]2[n:6]([c:7]1=[O:8])[cH:9][cH:10][cH:11][cH:12]2. Starting materials: NC1=NC(c2ccncc2)(c2cccc(Br)c2)c2cc(F)ccc21, OB(O)c1cccnc1F. The product is NC1=NC(c2ccncc2)(c2cccc(-c3cccnc3F)c2)c2cc(F)ccc21. RXN SMILES: [Br:11][c:12]1[cH:13][c:14]([C:18]2([c:29]3[cH:30][cH:31][n:32][cH:33][cH:34]3)[N:19]=[C:20]([NH2:28])[c:21]3[cH:22][cH:23][c:24]([F:27])[cH:25][c:26]32)[cH:15][cH:16][cH:17]1.[F:1][c:2]1[n:3][cH:4][cH:5][cH:6][c:7]1[B:8]([OH:9])[OH:10]>>[F:1][c:2]1[n:3][cH:4][cH:5][cH:6][c:7]1-[c:12]1[cH:13][c:14]([C:18]2([c:29]3[cH:30][cH:31][n:32][cH:33][cH:34]3)[N:19]=[C:20]([NH2:28])[c:21]3[cH:22][cH:23][c:24]([F:27])[cH:25][c:26]32)[cH:15][cH:16][cH:17]1. The reactants are FC=1C=CC(=C2CC[C@H](C12)OC1=CC2=C([C@@H](CO2)CC(=O)OC)C=C1)B1OC(C(O1)(C)C)(C)C (methyl 2-((S)-6-((R)-7-fluoro-4-(4,4,5,5-tetramethyl-1,3,2-dioxaborolan-2-yl)-2,3-dihydro-1H-inden-1-yloxy)-2,3-dihydrobenzofuran-3-yl)acetate), FC1=C(C(=CC=C1)I)C1=NN=NN1C (5-(2-fluoro-6-iodophenyl)-1-methyl-1H-tetrazole), [O-]P(=O)([O-])[O-].[K+].[K+].[K+] (K3PO4). The solvent is O1CCOCC1 (1,4-dioxane). Conditions: temperature 100 celsius, time 12 hour. Product: FC=1C=CC(=C2CC[C@H](C12)OC1=CC2=C([C@@H](CO2)CC(=O)OC)C=C1)C1=C(C(=CC=C1)F)C1=NN=NN1C (Methyl 2-((3S)-6-((1R)-7-fluoro-4-(3-fluoro-2-(1-methyl-1H-tetrazol-5-yl)phenyl)-2,3-dihydro-1H-inden-1-yloxy)-2,3-dihydrobenzofuran-3-yl)acetate). Reaction SMILES: [F:1][C:2]1[CH:3]=[CH:4][C:5](B2OC(C)(C)C(C)(C)O2)=[C:6]2[C:10]=1[C@H:9]([O:11][C:12]1[CH:25]=[CH:24][C:15]3[C@H:16]([CH2:19][C:20]([O:22][CH3:23])=[O:21])[CH2:17][O:18][C:14]=3[CH:13]=1)[CH2:8][CH2:7]2.[F:35][C:36]1[CH:41]=[CH:40][CH:39]=[C:38](I)[C:37]=1[C:43]1[N:47]([CH3:48])[N:46]=[N:45][N:44]=1.[O-]P([O-])([O-])=O.[K+].[K+].[K+]>O1CCOCC1>[F:1][C:2]1[CH:3]=[CH:4][C:5]([C:38]2[CH:39]=[CH:40][CH:41]=[C:36]([F:35])[C:37]=2[C:43]2[N:47]([CH3:48])[N:46]=[N:45][N:44]=2)=[C:6]2[C:10]=1[C@H:9]([O:11][C:12]1[CH:25]=[CH:24][C:15]3[C@H:16]([CH2:19][C:20]([O:22][CH3:23])=[O:21])[CH2:17][O:18][C:14]=3[CH:13]=1)[CH2:8][CH2:7]2 |f:2.3.4.5|. Reported procedure: In a microwave vial methyl 2-((S)-6-((R)-7-fluoro-4-(4,4,5,5-tetramethyl-1,3,2-dioxaborolan-2-yl)-2,3-dihydro-1H-inden-1-yloxy)-2,3-dihydrobenzofuran-3-yl)acetate (100 mg), 5-(2-fluoro-6-iodophenyl)-1-methyl-1H-tetrazole (78 mg), K3PO4 (136 mg) are suspended in 1,4-dioxane (3 mL) and purged for 10 minutes with argon. [1,3-Bis(2,6-di-3-pentylphenyl)inidazol-2-ylidene](3-chloropyridyl)palladium(II) dichloride (8.5 mg) is added, the vial is sealed and the mixture is stirred at 100° C. for 12 hours....